This data is from the Open Reaction Database (ORD), a public repository of structured organic reaction records. The task is: describe an organic reaction: reactants, conditions, products, and yield Reactants: FC=1C=CC2=C(N(C(=N2)[C@H](C)NC)C2=CC=CC=C2)C1 ([(S)-1-(6-fluoro-1-phenyl-1H-benzoimidazol-2-yl)ethyl]methylamine), ClC1=C2N=CN(C2=NC=N1)C1OCCCC1 (6-chloro-9-(tetrahydropyran-2-yl)-9H-purine), CCN(C(C)C)C(C)C (DIPEA). The solvent is C(CCC)O (n-butanol). Conditions: temperature 90 celsius. Product: FC=1C=CC2=C(N(C(=N2)[C@H](C)N(C2=C3N=CNC3=NC=N2)C)C2=CC=CC=C2)C1 ([(S)-1-(6-Fluoro-1-phenyl-1H-benzoimidazol-2-yl)-ethyl]-methyl-(9H-purin-6-yl)-amine). Yield: 83.6%. As a reaction SMILES: [F:1][C:2]1[CH:3]=[CH:4][C:5]2[N:9]=[C:8]([C@@H:10]([NH:12][CH3:13])[CH3:11])[N:7]([C:14]3[CH:19]=[CH:18][CH:17]=[CH:16][CH:15]=3)[C:6]=2[CH:20]=1.Cl[C:22]1[N:30]=[CH:29][N:28]=[C:27]2[C:23]=1[N:24]=[CH:25][N:26]2C1CCCCO1.CCN(C(C)C)C(C)C>C(O)CCC>[F:1][C:2]1[CH:3]=[CH:4][C:5]2[N:9]=[C:8]([C@@H:10]([N:12]([CH3:13])[C:22]3[N:30]=[CH:29][N:28]=[C:27]4[C:23]=3[N:24]=[CH:25][NH:26]4)[CH3:11])[N:7]([C:14]3[CH:15]=[CH:16][CH:17]=[CH:18][CH:19]=3)[C:6]=2[CH:20]=1. Reported procedure: A mixture of [(S)-1-(6-fluoro-1-phenyl-1H-benzoimidazol-2-yl)ethyl]methylamine (102 mg, 0.38 mmol), 6-chloro-9-(tetrahydropyran-2-yl)-9H-purine (91 mg, 0.38 mmol) and DIPEA (0.33 mL, 1.9 mmol) in n-butanol (2 mL) was heated at 90° C. for 18 h in a sealed vial. After cooling to RT, the volatiles were removed under reduced pressure and the resulting residue loaded onto an Isolute® SCX-2 cartridge. The cartridge was washed with MeOH followed by 2M NH3/MeOH. The basic fractions were combined, concen...